Dataset: the Open Reaction Database (ORD), a public repository of structured organic reaction records. Task: describe an organic reaction: reactants, conditions, products, and yield Reported procedure: A solution of 0.93 g of the ethyl ester of (4,5-dihydro-4-oxo-10H-imidazo[1,2-a]indeno[1,2-e]pyrazin-9-yl)acetic acid, 20 ml of methylamine as a 33% solution in ethanol and 20 ml of methanol under an argon atmosphere is stirred at a temperature in the region of 20° C. for 18 hours. The reaction mixture is filtered. The precipitate obtained is washed successively with three times 40 ml of ethanol and three times 40 ml of methyl-tert-butyl ether and dried under reduced pressure (15 mm Hg; 2 kPa) a... The product is CNC(CC=1C=2CC3=C(NC(C=4N3C=CN4)=O)C2C=CC1)=O (N-methyl-2-(4,5-dihydro-4-oxo-10H-imidazo[1,2-a]indeno[1,2-e]pyrazin-9-yl)acetamide). As a reaction SMILES: [O:1]=[C:2]1[NH:7][C:6]2[C:8]3[CH:9]=[CH:10][CH:11]=[C:12]([CH2:15][C:16]([OH:18])=O)[C:13]=3[CH2:14][C:5]=2[N:4]2[CH:19]=[CH:20][N:21]=[C:3]12.[CH3:22][NH2:23]>C(O)C.CO.CC(C)=O>[CH3:22][NH:23][C:16](=[O:18])[CH2:15][C:12]1[C:13]2[CH2:14][C:5]3[N:4]4[CH:19]=[CH:20][N:21]=[C:3]4[C:2](=[O:1])[NH:7][C:6]=3[C:8]=2[CH:9]=[CH:10][CH:11]=1. Starting materials: ethyl ester, O=C1C=2N(C3=C(N1)C=1C=CC=C(C1C3)CC(=O)O)C=CN2 ((4,5-dihydro-4-oxo-10H-imidazo[1,2-a]indeno[1,2-e]pyrazin-9-yl)acetic acid), CN (methylamine), solution. The solvent is CC(=O)C (acetone), CO (methanol), C(C)O (ethanol), CO (methanol). Run at time 15 minute. The reactants are [H-].[Al+3].[Li+].[H-].[H-].[H-] (lithium aluminum hydride), FC1=CC=C(C=C1)C=1N=C(OC1CCCC(=O)OCC)N1C(=NC=C1)C (Ethyl 4-(4-fluorophenyl)-2-(2-methyl-1-imidazolyl)-5-oxazolebutanoate), O (Water). Solvent: O1CCCC1 (tetrahydrofuran). Conditions: time 1 hour. Product: FC1=CC=C(C=C1)C=1N=C(OC1CCCCO)N1C(=NC=C1)C (4-(4-fluorophenyl)-2-(2-methyl-1-imidazolyl)-5-oxazolebutanol). As a reaction SMILES: [F:1][C:2]1[CH:7]=[CH:6][C:5]([C:8]2[N:9]=[C:10]([N:21]3[CH:25]=[CH:24][N:23]=[C:22]3[CH3:26])[O:11][C:12]=2[CH2:13][CH2:14][CH2:15][C:16](OCC)=[O:17])=[CH:4][CH:3]=1.[H-].[Al+3].[Li+].[H-].[H-].[H-].O>O1CCCC1>[F:1][C:2]1[CH:3]=[CH:4][C:5]([C:8]2[N:9]=[C:10]([N:21]3[CH:25]=[CH:24][N:23]=[C:22]3[CH3:26])[O:11][C:12]=2[CH2:13][CH2:14][CH2:15][CH2:16][OH:17])=[CH:6][CH:7]=1 |f:1.2.3.4.5.6|. Procedure details: Ethyl 4-(4-fluorophenyl)-2-(2-methyl-1-imidazolyl)-5-oxazolebutanoate (2.31 g) was dissolved in 20 ml of tetrahydrofuran, to which was added gradually lithium aluminum hydride (269 mg) under ice-cooling. The resulting mixture was stirred for 1 hour. Water (0.5 ml) was carefully added to the reaction mixture. The resulting mixture was filtered, and the residue on the filter paper was washed with ethyl acetate. The filtrate was concentrated to give crystals of 4-(4-fluorophenyl)-2-(2-methyl-1-imid... Procedure: Methyltriphenylphosphonium bromide (9.6 g, 26.8 mmol) was dissolved in THF (67 ml), cooled to 0° C. and treated with potassium bis(trimethylsilyl)amide (KHMDS) (5.33 g, 26.8 mmol) producing a clear yellow solution. Next, a solution of the product from step f) (1.9 g mg, 6.70 mmol) in THF (33 ml) was added and the reaction was warmed to 22° C. After 1 hour, the reaction was diluted with CH2Cl2 (300 ml) and washed with brine (100 ml). The organic layer was dried (MgSO4) and the solvent evaporated ... The product is C(C1=CC=CC=C1)N1CC2C(C3=C(C2C1)SC=C3C)=C (2-Benzyl-6-methyl-7-methylene-1,2,3,3a,7,7a-hexahydro-4-thia-2-aza-cyclopenta[α]pentalene). The reagents and catalysts are [Br-].C[P+](C1=CC=CC=C1)(C1=CC=CC=C1)C1=CC=CC=C1 (Methyltriphenylphosphonium bromide). Conditions: temperature 0 celsius, time 1 hour. RXN SMILES: [CH3:1][Si]([N-][Si](C)(C)C)(C)C.[K+].[CH2:11]([N:18]1[CH2:25][CH:24]2[CH:20]([C:21](=O)[C:22]3[C:28]([CH3:29])=[CH:27][S:26][C:23]=32)[CH2:19]1)[C:12]1[CH:17]=[CH:16][CH:15]=[CH:14][CH:13]=1>[Br-].C[P+](C1C=CC=CC=1)(C1C=CC=CC=1)C1C=CC=CC=1.C1COCC1.C(Cl)Cl>[CH2:11]([N:18]1[CH2:25][CH:24]2[CH:20]([C:21](=[CH2:1])[C:22]3[C:28]([CH3:29])=[CH:27][S:26][C:23]=32)[CH2:19]1)[C:12]1[CH:17]=[CH:16][CH:15]=[CH:14][CH:13]=1 |f:0.1,3.4|. Reactants: C[Si](C)(C)[N-][Si](C)(C)C.[K+] (potassium bis(trimethylsilyl)amide), C(C1=CC=CC=C1)N1CC2C(C3=C(C2C1)SC=C3C)=O (2-Benzyl-6-methyl-2,3,3a,7a-tetrahydro-1H-4-thia-2-aza-cyclopenta[α]pentalen-7-one). Run in C1CCOC1 (THF), C1CCOC1 (THF), C(Cl)Cl (CH2Cl2). The reactants are BrC=1C=C(C(=NC1)N)N (5-bromo-2,3-diaminopyridine), OCCOC1=CC=C(C=O)C=C1 (4-(2-hydroxyethoxy)benzaldehyde). Product: BrC=1C=C2C(=NC1)NC(=N2)C2=CC=C(OCCO)C=C2 (2-[4-(6-Bromo-3H-imidazo[4,5-b]pyridin-2-yl)phenoxy]ethanol). As a reaction SMILES: [Br:1][C:2]1[CH:3]=[C:4]([NH2:9])[C:5]([NH2:8])=[N:6][CH:7]=1.[OH:10][CH2:11][CH2:12][O:13][C:14]1[CH:21]=[CH:20][C:17]([CH:18]=O)=[CH:16][CH:15]=1>>[Br:1][C:2]1[CH:3]=[C:4]2[N:9]=[C:18]([C:17]3[CH:20]=[CH:21][C:14]([O:13][CH2:12][CH2:11][OH:10])=[CH:15][CH:16]=3)[NH:8][C:5]2=[N:6][CH:7]=1. Reported procedure: The title compound was prepared from 5-bromo-2,3-diaminopyridine and 4-(2-hydroxyethoxy)benzaldehyde. Starting materials: C=CN1CCCC1=O (N-vinylpyrrolidone), O=S(=O)(Oc1ccccc1)C(F)(F)F. Reagents/catalysts: C1=C\CC/C=C\CC/1.C1=C\CC/C=C\CC/1.[Ni], CCN(CC)CC (triethylamine), FC(F)(F)c1ccc(N2CP(c3ccccc3)CN(c3ccc(C(F)(F)F)cc3)CP(c3ccccc3)C2)cc1. Solvent: Cc1ccccc1. Run at temperature 85 celsius, time 16 hour. The product is COc1cc(OC)cc(OC)c1 (1,3,5-trimethoxybenzene), C=C(c1ccccc1)N1CCCC1=O (Branched), O=C1CCCN1/C=C/c1ccccc1 (Linear), Unidentified compound 1, Unidentified compound 2, Unknown compound 3, Heck product with cycooctadiene 1, Heck product with cycooctadiene 2, Unknown Product 4. Reactants: Cc1nc(Cl)c([N+](=O)[O-])c(N2CCc3ccccc3CC2)n1, NCCCO. Yields the product Cc1nc(NCCCO)c([N+](=O)[O-])c(N2CCc3ccccc3CC2)n1. Reaction SMILES: [Cl:1][c:2]1[c:3]([N+:20](=[O:21])[O-:22])[c:4]([N:9]2[CH2:10][CH2:11][c:12]3[c:13]([cH:16][cH:17][cH:18][cH:19]3)[CH2:14][CH2:15]2)[n:5][c:6]([CH3:8])[n:7]1.[NH2:23][CH2:24][CH2:25][CH2:26][OH:27]>>[c:2]1([NH:23][CH2:24][CH2:25][CH2:26][OH:27])[c:3]([N+:20](=[O:21])[O-:22])[c:4]([N:9]2[CH2:10][CH2:11][c:12]3[c:13]([cH:16][cH:17][cH:18][cH:19]3)[CH2:14][CH2:15]2)[n:5][c:6]([CH3:8])[n:7]1.